This data is from the Open Reaction Database (ORD), a public repository of structured organic reaction records. The task is: describe an organic reaction: reactants, conditions, products, and yield Reactants: O1C(=NC2=C1C=CC=C2)C=2C(=NC=C(C2)C=2C=NN(C2)CCOC(C)(C)C)N (3-(1,3-benzoxazol-2-yl)-5-[1-(2-tert-butoxyethyl)pyrazol-4-yl]pyridin-2-amine), N (ammonia). Solvent: C(=O)(C(F)(F)F)O (TFA), CO (methanol). Reaction conditions: temperature 25 celsius, time 1 hour. Product: NC1=C(C=C(C=N1)C=1C=NN(C1)CCO)C=1OC2=C(N1)C=CC=C2 (2-[4-[6-amino-5-(1,3-benzoxazol-2-yl)-3-pyridyl]pyrazol-1-yl]ethanol). The yield is 76.3%. RXN SMILES: [O:1]1[C:5]2[CH:6]=[CH:7][CH:8]=[CH:9][C:4]=2[N:3]=[C:2]1[C:10]1[C:11]([NH2:28])=[N:12][CH:13]=[C:14]([C:16]2[CH:17]=[N:18][N:19]([CH2:21][CH2:22][O:23]C(C)(C)C)[CH:20]=2)[CH:15]=1.N>C(O)(C(F)(F)F)=O.CO>[NH2:28][C:11]1[N:12]=[CH:13][C:14]([C:16]2[CH:17]=[N:18][N:19]([CH2:21][CH2:22][OH:23])[CH:20]=2)=[CH:15][C:10]=1[C:2]1[O:1][C:5]2[CH:6]=[CH:7][CH:8]=[CH:9][C:4]=2[N:3]=1. Procedure: 3-(1,3-benzoxazol-2-yl)-5-[1-(2-tert-butoxyethyl)pyrazol-4-yl]pyridin-2-amine (485 mg) was dissolved in TFA (3 ml). The resulting solution was stirred at 25° C. for 1 hour. A solution 7N of ammonia in methanol (20 ml) was added to the mixture and adsorbed on silica gel. The crude product was purified by flash chromatography on silica gel eluting with 1 to 5% methanolic ammonia (7 N) in dichloromethane. The solvent was evaporated to dryness to afford 2-[4-[6-amino-5-(1,3-benzoxazol-2-yl)-3-pyridy...